This data is from the Open Reaction Database (ORD), a public repository of structured organic reaction records. The task is: describe an organic reaction: reactants, conditions, products, and yield Reactants: C1CCOC1, O=C(Cl)c1cc(C(F)(F)F)ccc1Cl, CCOC(=O)C1CCC(N)CC1C. Product: CCOC(=O)C1CCC(NC(=O)c2cc(C(F)(F)F)ccc2Cl)CC1C. RXN SMILES: [CH2:28]1[O:29][CH2:30][CH2:31][CH2:32]1.[Cl:14][c:15]1[c:16]([C:17](=[O:18])[Cl:19])[cH:20][c:21]([C:24]([F:25])([F:26])[F:27])[cH:22][cH:23]1.[NH2:1][CH:2]1[CH2:3][CH:4]([CH3:13])[CH:5]([C:8](=[O:9])[O:10][CH2:11][CH3:12])[CH2:6][CH2:7]1>>[NH:1]([CH:2]1[CH2:3][CH:4]([CH3:13])[CH:5]([C:8](=[O:9])[O:10][CH2:11][CH3:12])[CH2:6][CH2:7]1)[C:17]([c:16]1[c:15]([Cl:14])[cH:23][cH:22][c:21]([C:24]([F:25])([F:26])[F:27])[cH:20]1)=[O:18]. The reactants are Cl (HCl), C(C)C1(C=2C=CC(=CC2C(=CC1)C1=CC=C(C=C1)C(F)(F)F)C#CC1=CC=C(C(=O)OCC)C=C1)CC (ethyl 4-[(5,6-dihydro-5,5-diethyl-8-(4-trifluoromethylphenyl)-2-naphthalenyl)ethynyl]benzoate), C(C)C1(C=2C=CC(=CC2C(=CC1)C1=CC=C(C=C1)C(F)(F)F)C#CC1=CC=C(C(=O)OCC)C=C1)CC (ethyl 4-[(5,6-dihydro-5,5-diethyl-8-(4-trifluoromethylphenyl)-2-naphthalenyl)ethynyl]benzoate), [OH-].[Na+] (NaOH). The solvent is CCO (EtOH), C1CCOC1 (THF). Conditions: temperature 50 celsius. Yields the product CC1(C=2C=CC(=CC2C(=CC1)C1=CC=C(C=C1)C(F)(F)F)C#CC1=CC=C(C(=O)O)C=C1)C (4-[(5,6-Dihydro-5,5-dimethyl-8-(4-trifluoromethylphenyl)-2-naphthalenyl)ethynyl]benzoic acid). RXN SMILES: [CH2:1]([C:3]1([CH2:36]C)[CH2:12][CH:11]=[C:10]([C:13]2[CH:18]=[CH:17][C:16]([C:19]([F:22])([F:21])[F:20])=[CH:15][CH:14]=2)[C:9]2[CH:8]=[C:7]([C:23]#[C:24][C:25]3[CH:35]=[CH:34][C:28]([C:29]([O:31]CC)=[O:30])=[CH:27][CH:26]=3)[CH:6]=[CH:5][C:4]1=2)C.[OH-].[Na+].Cl>CCO.C1COCC1>[CH3:1][C:3]1([CH3:36])[CH2:12][CH:11]=[C:10]([C:13]2[CH:18]=[CH:17][C:16]([C:19]([F:21])([F:22])[F:20])=[CH:15][CH:14]=2)[C:9]2[CH:8]=[C:7]([C:23]#[C:24][C:25]3[CH:26]=[CH:27][C:28]([C:29]([OH:31])=[O:30])=[CH:34][CH:35]=3)[CH:6]=[CH:5][C:4]1=2 |f:1.2|. Procedure: To a solution of ethyl 4-[(5,6-dihydro-5,5-diethyl-8-(4-trifluoromethylphenyl)-2-naphthalenyl)ethynyl]benzoate (Compound 9) 70.0 mg (0.148 mmol) in 3 ml of EtOH and 2 ml of THF was added 60.0 mg (1.50 mmol, 1.50 ml) of NaOH (1.0 M aqueous solution). The solution was heated to 50° C. for 2 hours, cooled to room temperature, and acidified with 10% HCl. Extraction with EtOAc, followed by drying over Na2SO4, and removal of the solvents under reduced pressure afforded the title compound as a colorles... Starting materials: C1CCOC1 (THF), C(CCCC)[SiH]1CCC(CC1)Br (1-n-pentyl-4-bromo-1-silacyclohexane), [Mg] (magnesium), C1CCOC1 (THF), FC1C=C(C=CC1(OCC)F)C1CCC(CC1)Br (4-(3,4-difluorophenetyl)-1-bromocyclohexane). The product is FC=1C=C(C=CC1F)CC[C@@H]1CC[C@H](CC1)[C@@H]1CC[Si@H](CC1)CCCCC (trans-4-(trans-4-(2-(3,4-difluorophenyl) ethyl) cyclohexyl)-1-n-pentyl-1-silacyclohexane). Yield: 80.0%. RXN SMILES: [CH2:1]([SiH:6]1[CH2:11][CH2:10][CH:9](Br)[CH2:8][CH2:7]1)[CH2:2][CH2:3][CH2:4][CH3:5].[Mg].[F:14][CH:15]1[C:20]([F:24])(OCC)[CH:19]=[CH:18][C:17]([CH:25]2[CH2:30][CH2:29][CH:28](Br)[CH2:27][CH2:26]2)=[CH:16]1.[CH2:32]1COC[CH2:33]1>>[F:14][C:15]1[CH:16]=[C:17]([CH2:25][CH2:30][C@H:29]2[CH2:28][CH2:27][C@H:26]([C@H:9]3[CH2:10][CH2:11][Si@H:6]([CH2:1][CH2:2][CH2:3][CH2:4][CH3:5])[CH2:7][CH2:8]3)[CH2:33][CH2:32]2)[CH:18]=[CH:19][C:20]=1[F:24]. Procedure: 5.0 g (20 mmol) of 1-n-pentyl-4-bromo-1-silacyclohexane was dripped into a mixture of 0.5 g (21 mmol) of magnesium and 50 ml of THF to obtain a Grignard's reagent. This solution was then dripped into a 50 ml THF solution of 6.1 g (20 mmol) of 4-(3,4-difluorophenetyl)-1-bromocyclohexane. The products obtained were separated by means of chromatography to obtain 6.5 g (yield 80%) of trans-4-(trans-4-(2-(3,4-difluorophenyl) ethyl) cyclohexyl)-1-n-pentyl-1-silacyclohexane. Reactants: ClC1=C(C=NC(=C1)Cl)NC([C@@H](NCCC(C)C)C)=O (N-(4,6-dichloropyridin-3-yl)-N2-(3-methylbutyl)alaninamide), P(=O)([O-])([O-])[O-].[K+].[K+].[K+] (potassium phosphate). The solvent is O (water), CN(C)C=O (DMF). Conditions: temperature 125 celsius, time 3 hour. Yields the product ClC1=CC2=C(NC(C(N2CCC(C)C)C)=O)C=N1 (7-chloro-2-methyl-1-(3-methylbutyl)-1,4-dihydropyrido[3,4-b]pyrazin-3(2H)-one). Yield: 33.0%. Reaction SMILES: Cl[C:2]1[CH:7]=[C:6]([Cl:8])[N:5]=[CH:4][C:3]=1[NH:9][C:10](=[O:19])[C@H:11]([CH3:18])[NH:12][CH2:13][CH2:14][CH:15]([CH3:17])[CH3:16].P([O-])([O-])([O-])=O.[K+].[K+].[K+]>CN(C=O)C.O>[Cl:8][C:6]1[N:5]=[CH:4][C:3]2[NH:9][C:10](=[O:19])[CH:11]([CH3:18])[N:12]([CH2:13][CH2:14][CH:15]([CH3:17])[CH3:16])[C:2]=2[CH:7]=1 |f:1.2.3.4|. Procedure: To a stirred solution of N-(4,6-dichloropyridin-3-yl)-N2-(3-methylbutyl)alaninamide (350 mg, 1.15 mmol) in DMF (1.0 mL) was added tri-basic potassium phosphate (250 mg, 1.20 mmol). The reaction mixture was heated to 125° C. and stirred at the same temperature for 3 h. The reaction was then cooled to rt, diluted with water (5 mL) and the aqueous phase was extracted with ethyl acetate (25 mL×3). The combined organic phases were washed with water, dried over Na2SO4 and evaporated to give desired pr... RXN SMILES: [Cl:1][C:2]1[C:7]([CH3:8])=[C:6]([N+:9]([O-:11])=[O:10])[CH:5]=[CH:4][C:3]=1[OH:12].[CH2:13](I)[C:14]([CH3:17])([CH3:16])[CH3:15].C(=O)([O-])[O-].[K+].[K+]>CN1CCCC1=O>[Cl:1][C:2]1[C:3]([O:12][CH2:13][C:14]([CH3:17])([CH3:16])[CH3:15])=[CH:4][CH:5]=[C:6]([N+:9]([O-:11])=[O:10])[C:7]=1[CH3:8] |f:2.3.4|. Procedure details: Reaction of 2-chloro-3-methyl-4-nitrophenol (2.26 g) with neopentyl iodide (4.78 g) in 1-methyl 2-pyrrolidinone (30 ml) in the presence of potassium carbonate (3.34 g) was conducted at 140° C. overnight. The crude product was partitioned between 2M HCl and ethyl acetate, and the organic phase was washed with water, dried (MgSO4) and evaporated to dryness. The residue was chromatographed (SiO2 ; hexane/ether) to give 2-chloro-3-neopentyloxy-6-nitrotoluene as a yellow solid (2.44 g). Run in CN1C(CCC1)=O (1-methyl 2-pyrrolidinone). Product: ClC1=C(C(=CC=C1OCC(C)(C)C)[N+](=O)[O-])C (2-chloro-3-neopentyloxy-6-nitrotoluene). Starting materials: ClC1=C(C=CC(=C1C)[N+](=O)[O-])O (2-chloro-3-methyl-4-nitrophenol), C(C(C)(C)C)I (neopentyl iodide), C([O-])([O-])=O.[K+].[K+] (potassium carbonate). Reaction conditions: time 8 hour. Isolated yield 78.6%. Yields the product ClC1=C(CNC(=O)C=2C(NN=C(C2)C=2C=NC=CC2)=O)C=CC(=C1)Cl (N-(2,4-dichlorobenzyl)-3-oxo-6-pyridin-3-yl-2,3-dihydropyridazine-4-carboxamide). Reaction SMILES: [Cl:1][C:2]1[CH:24]=[C:23]([Cl:25])[CH:22]=[CH:21][C:3]=1[CH2:4][NH:5][C:6]([C:8]1[C:9](=[O:20])[NH:10][N:11]=[C:12]([C:14]2[CH:19]=[CH:18]N=C[CH:15]=2)[CH:13]=1)=[O:7].O=[C:27]1C(C(O)=O)=CC(C2C=NC=CC=2)=N[NH:28]1.C(Cl)(=O)C(Cl)=O.ClC1C=C(Cl)C=CC=1CN>C(N(CC)CC)C.CN(C)C=O.ClCCl>[Cl:1][C:2]1[CH:24]=[C:23]([Cl:25])[CH:22]=[CH:21][C:3]=1[CH2:4][NH:5][C:6]([C:8]1[C:9](=[O:20])[NH:10][N:11]=[C:12]([C:14]2[CH:15]=[N:28][CH:27]=[CH:18][CH:19]=2)[CH:13]=1)=[O:7]. Solvent: C(C)N(CC)CC (triethylamine), ClCCl (dichloromethane), CN(C=O)C (dimethylformamide). Starting materials: ClC1=C(CNC(=O)C=2C(NN=C(C2)C2=CC=NC=C2)=O)C=CC(=C1)Cl (N-(2,4-dichlorobenzyl)-3-oxo-6-pyridin-4-yl-2,3-dihydropyridazine-4-carboxamide), ClC1=C(CN)C=CC(=C1)Cl (2,4-dichlorobenzylamine), O=C1NN=C(C=C1C(=O)O)C=1C=NC=CC1 (3-oxo-6-pyridin-3-yl-2,3-dihydropyridazine-4-carboxylic acid), C(C(=O)Cl)(=O)Cl (oxalyl chloride). Procedure: Working as in example 2 for the preparation of N-(2,4-dichlorobenzyl)-3-oxo-6-pyridin-4-yl-2,3-dihydropyridazine-4-carboxamide, but starting with 0.3 g of 3-oxo-6-pyridin-3-yl-2,3-dihydropyridazine-4-carboxylic acid, 10 cm3 of dichloromethane, 1 cm3 of dimethylformamide, 0.12 cm3 of oxalyl chloride, 0.21 cm3 of 2,4-dichlorobenzylamine and 0.22 cm3 of triethylamine, and after purification by chromatography on silica gel (particle size 40-63 μm, under an argon pressure of 150 kPa), eluting with a ... The reactants are CCOC(=O)c1ccc(C=Cc2cc3c(cc2CBr)C(C)(C)C(OC(C)=O)CC3(C)C)cc1, CN1CCCC1, c1cn[nH]c1. Yields the product CCOC(=O)c1ccc(C=Cc2cc3c(cc2Cn2cccn2)C(C)(C)C(OC(C)=O)CC3(C)C)cc1. As a reaction SMILES: [CH2:1]([CH3:2])[O:3][C:4]([c:5]1[cH:6][cH:7][c:8]([CH:11]=[CH:12][c:13]2[cH:14][c:15]3[c:20]([cH:21][c:22]2[CH2:23][Br:24])[C:19]([CH3:25])([CH3:26])[CH:18]([O:27][C:28]([CH3:29])=[O:30])[CH2:17][C:16]3([CH3:31])[CH3:32])[cH:9][cH:10]1)=[O:33].[CH3:39][N:40]1[CH2:41][CH2:42][CH2:43][CH2:44]1.[nH:34]1[n:35][cH:36][cH:37][cH:38]1>>[CH2:1]([CH3:2])[O:3][C:4]([c:5]1[cH:6][cH:7][c:8]([CH:11]=[CH:12][c:13]2[cH:14][c:15]3[c:20]([cH:21][c:22]2[CH2:23][n:34]2[n:35][cH:36][cH:37][cH:38]2)[C:19]([CH3:25])([CH3:26])[CH:18]([O:27][C:28]([CH3:29])=[O:30])[CH2:17][C:16]3([CH3:31])[CH3:32])[cH:9][cH:10]1)=[O:33]. Reactants: CC(N)=S, CN(C)C=O, Cl, N#Cc1ccc(-c2cn3cc(I)ccc3n2)cc1. Yields the product NC(=S)c1ccc(-c2cn3cc(I)ccc3n2)cc1. Reaction SMILES: [CH3:19][C:20]([NH2:21])=[S:22].[CH3:24][N:25]([CH3:26])[CH:27]=[O:28].[ClH:23].[I:1][c:2]1[cH:3][cH:4][c:5]2[n:6]([cH:7]1)[cH:8][c:9](-[c:11]1[cH:12][cH:13][c:14]([C:15]#[N:16])[cH:17][cH:18]1)[n:10]2>>[I:1][c:2]1[cH:3][cH:4][c:5]2[n:6]([cH:7]1)[cH:8][c:9](-[c:11]1[cH:12][cH:13][c:14]([C:15]([NH2:16])=[S:22])[cH:17][cH:18]1)[n:10]2.